Dataset: the Open Reaction Database (ORD), a public repository of structured organic reaction records. Task: describe an organic reaction: reactants, conditions, products, and yield Reaction SMILES: [CH2:28]([Cl:29])[Cl:30].[I:1][c:2]1[n:3]([C:9]([c:10]2[cH:11][cH:12][cH:13][cH:14][cH:15]2)([c:16]2[cH:17][cH:18][cH:19][cH:20][cH:21]2)[c:22]2[cH:23][cH:24][cH:25][cH:26][cH:27]2)[cH:4][c:5]([CH2:7][OH:8])[n:6]1>>[I:1][c:2]1[n:3]([C:9]([c:10]2[cH:11][cH:12][cH:13][cH:14][cH:15]2)([c:16]2[cH:17][cH:18][cH:19][cH:20][cH:21]2)[c:22]2[cH:23][cH:24][cH:25][cH:26][cH:27]2)[cH:4][c:5]([CH:7]=[O:8])[n:6]1. Yields the product O=Cc1cn(C(c2ccccc2)(c2ccccc2)c2ccccc2)c(I)n1. Reactants: ClCCl, OCc1cn(C(c2ccccc2)(c2ccccc2)c2ccccc2)c(I)n1.